describe an organic reaction: reactants, conditions, products, and yield From a dataset of the Open Reaction Database (ORD), a public repository of structured organic reaction records. As a reaction SMILES: [CH3:1][C:2]1[CH:21]=[CH:20][C:19]([CH3:22])=[CH:18][C:3]=1[O:4][CH2:5][C:6]1[CH:11]=[CH:10][CH:9]=[CH:8][C:7]=1[C:12](=[O:17])[C:13]([NH:15][CH3:16])=[O:14].[BH4-].[Na+].Cl>CO>[CH3:1][C:2]1[CH:21]=[CH:20][C:19]([CH3:22])=[CH:18][C:3]=1[O:4][CH2:5][C:6]1[CH:11]=[CH:10][CH:9]=[CH:8][C:7]=1[CH:12]([OH:17])[C:13]([NH:15][CH3:16])=[O:14] |f:1.2|. Isolated yield 91.6%. Yields the product CC1=C(OCC2=C(C=CC=C2)C(C(=O)NC)O)C=C(C=C1)C (2-[2-(2,5-dimethylphenoxymethyl)phenyl]-2-hydroxy-N-methylacetamide). Run in CO (methanol). Reactants: [BH4-].[Na+] (Sodium borohydride), CC1=C(OCC2=C(C=CC=C2)C(C(=O)NC)=O)C=C(C=C1)C (2-[2-(2,5-Dimethylphenoxymethyl)phenyl]-N-methyl-2-oxoacetamide), Cl (hydrochloric acid). Procedure details: 2-[2-(2,5-Dimethylphenoxymethyl)phenyl]-N-methyl-2-oxoacetamide (0.93 g, 3.1 mmol) was dissolved in methanol (10 ml). Sodium borohydride (0.06 g, 1.6 mmol) was added slowly under ice-cooling. After stirring for 30 minutes, the mixture was neutralized with 1N hydrochloric acid, and extracted with ethyl acetate. The organic layer was washed with saturated brine and dried over sodium sulfate, and the solvent was evaporated to give an oil. The oil was purified by column chromatography on silica gel ... Conditions: time 30 minute. Reactants: C(C)OP(=O)(OCC)CC(=O)O (2-(diethoxyphosphoryl)acetic acid), C(C(=O)Cl)(=O)Cl (oxalyl dichloride), CN(C)C=O (DMF). Solvent: C(Cl)Cl (CH2Cl2). Reaction conditions: time 2.5 hour. Product: ClC(CP(OCC)(OCC)=O)=O (Diethyl (2-chloro-2-oxoethyl)phosphonate). RXN SMILES: [CH2:1]([O:3][P:4]([CH2:9][C:10]([OH:12])=O)([O:6][CH2:7][CH3:8])=[O:5])[CH3:2].C(Cl)(=O)C([Cl:16])=O.CN(C=O)C>C(Cl)Cl>[Cl:16][C:10](=[O:12])[CH2:9][P:4](=[O:5])([O:6][CH2:7][CH3:8])[O:3][CH2:1][CH3:2]. Procedure details: To a solution of 2-(diethoxyphosphoryl)acetic acid (0.1 mL, 0.622 mmol) in CH2Cl2 (1 mL) was added oxalyl dichloride (2 M in DCM) (0.622 mL, 1.244 mmol), followed by a drop of DMF. The reaction was stirred at rt for 2.5 h and concentrated in vacuo to yield the desired product as yellow oil. 1H NMR (500 MHz, CHLOROFORM-d) δ 4.24 (dq, J=8.4, 7.1 Hz, 4H), 3.55-3.47 (d, J=21.46 Hz, 2H), 1.42-1.38 (t, J=7.4 Hz, 6H). RXN SMILES: [CH3:34][I:35].[N:1]1([CH2:7][c:8]2[cH:9][cH:10][c:11]([NH:14][C:15]([CH:16]=[CH:17][c:18]3[cH:19][c:20](-[c:24]4[cH:25][c:26]([N+:30](=[O:31])[O-:32])[cH:27][cH:28][cH:29]4)[cH:21][cH:22][cH:23]3)=[O:33])[cH:12][cH:13]2)[CH2:2][CH2:3][CH2:4][CH2:5][CH2:6]1.[O:36]=[CH:37][N:38]([CH3:39])[CH3:40]>>[I-:35].[N+:1]1([CH2:7][c:8]2[cH:9][cH:10][c:11]([NH:14][C:15]([CH:16]=[CH:17][c:18]3[cH:19][c:20](-[c:24]4[cH:25][c:26]([N+:30](=[O:31])[O-:32])[cH:27][cH:28][cH:29]4)[cH:21][cH:22][cH:23]3)=[O:33])[cH:12][cH:13]2)([CH3:34])[CH2:2][CH2:3][CH2:4][CH2:5][CH2:6]1. Starting materials: CI, O=C(C=Cc1cccc(-c2cccc([N+](=O)[O-])c2)c1)Nc1ccc(CN2CCCCC2)cc1, CN(C)C=O. The product is [I-], C[N+]1(Cc2ccc(NC(=O)C=Cc3cccc(-c4cccc([N+](=O)[O-])c4)c3)cc2)CCCCC1. The reactants are C(C)(C)(C)[Si](OCCOC1=CC=C(C=C1)C1=C(C(=NN1C1=CC=C(C=C1)OC)C(F)(F)F)C)(C)C (5-[4-(2-{[tert-butyl(dimethyl)-silyl]oxy}ethoxy)phenyl]-1-(4-methoxyphenyl)-4-methyl-3-(trifluoromethyl)-1H-pyrazole), Cl (HCl). Run in CCO (EtOH). Conditions: time 2 hour. Product: COC1=CC=C(C=C1)N1N=C(C(=C1C1=CC=C(OCCO)C=C1)C)C(F)(F)F (2-{4-[1-(4-methoxyphenyl)-4-methyl-3-(trifluoromethyl)-1H-pyrazol-5-yl]phenoxy}ethanol). The yield is 50.9%. As a reaction SMILES: C([Si](C)(C)[O:6][CH2:7][CH2:8][O:9][C:10]1[CH:15]=[CH:14][C:13]([C:16]2[N:20]([C:21]3[CH:26]=[CH:25][C:24]([O:27][CH3:28])=[CH:23][CH:22]=3)[N:19]=[C:18]([C:29]([F:32])([F:31])[F:30])[C:17]=2[CH3:33])=[CH:12][CH:11]=1)(C)(C)C.Cl>CCO>[CH3:28][O:27][C:24]1[CH:23]=[CH:22][C:21]([N:20]2[C:16]([C:13]3[CH:14]=[CH:15][C:10]([O:9][CH2:8][CH2:7][OH:6])=[CH:11][CH:12]=3)=[C:17]([CH3:33])[C:18]([C:29]([F:32])([F:31])[F:30])=[N:19]2)=[CH:26][CH:25]=1. Reported procedure: To a solution of 5-[4-(2-{[tert-butyl(dimethyl)-silyl]oxy}ethoxy)phenyl]-1-(4-methoxyphenyl)-4-methyl-3-(trifluoromethyl)-1H-pyrazole (5.2 g) in EtOH (200 ml) was added conc.HCl (20 ml) at room temperature. After stirring for 2 hrs, the reaction mixture was partitioned between EtOAc and water. Organic layer was separated and washed with water, dried over MgSO4, filtered and evaporated. The residue was chromatographed on silica gel (Hex/EtOAc=2:1–1:1) to give 2.05 g (51%) of 2-{4-[1-(4-methoxyphe... The reactants are 1-(di-1-pyrrolidinylmethylene)-1H-benzotriazolium 3-oxide hexafluorophosphate, FC1(C(N(C2=C(N(C1)[C@H]1[C@@H](C1)C1=CC=CC=C1)N=C(N=C2)NC2=C(C=C(C(=O)O)C=C2)OC)C)=O)F (4-[7,7-difluoro-5-methyl-6-oxo-9-(trans-2-phenyl-cyclopropyl)-6,7,8,9-tetrahydro-5H-pyrimido[4,5-b][1,4]diazepin-2-ylamino]-3-methoxy-benzoic acid), C(C)N(C(C)C)C(C)C (ethyldiisopropyl amine), [Cl-].[NH4+] (ammonium chloride). Run in CN(C=O)C (dimethylformamide), ice water. Conditions: time 1 hour. Yields the product FC1(C(N(C2=C(N(C1)[C@H]1[C@@H](C1)C1=CC=CC=C1)N=C(N=C2)NC2=C(C=C(C(=O)N)C=C2)OC)C)=O)F (4-[7,7-difluoro-5-methyl-6-oxo-9-(trans-2-phenyl-cyclopropyl)-6,7,8,9-tetrahydro-5H-pyrimido[4,5-b][1,4]diazepin-2-ylamino]-3-methoxy-benzamide). Isolated yield 97.1%. As a reaction SMILES: [F:1][C:2]1([F:36])[CH2:8][N:7]([C@@H:9]2[CH2:11][C@H:10]2[C:12]2[CH:17]=[CH:16][CH:15]=[CH:14][CH:13]=2)[C:6]2[N:18]=[C:19]([NH:22][C:23]3[CH:31]=[CH:30][C:26]([C:27]([OH:29])=O)=[CH:25][C:24]=3[O:32][CH3:33])[N:20]=[CH:21][C:5]=2[N:4]([CH3:34])[C:3]1=[O:35].C([N:39](C(C)C)C(C)C)C.[Cl-].[NH4+]>CN(C)C=O>[F:1][C:2]1([F:36])[CH2:8][N:7]([C@@H:9]2[CH2:11][C@H:10]2[C:12]2[CH:17]=[CH:16][CH:15]=[CH:14][CH:13]=2)[C:6]2[N:18]=[C:19]([NH:22][C:23]3[CH:31]=[CH:30][C:26]([C:27]([NH2:39])=[O:29])=[CH:25][C:24]=3[O:32][CH3:33])[N:20]=[CH:21][C:5]=2[N:4]([CH3:34])[C:3]1=[O:35] |f:2.3|. Procedure details: To a mixture of 0.074 g (0.15 mmole) of 4-[7,7-difluoro-5-methyl-6-oxo-9-(trans-2-phenyl-cyclopropyl)-6,7,8,9-tetrahydro-5H-pyrimido[4,5-b][1,4]diazepin-2-ylamino]-3-methoxy-benzoic acid (I-287), 0.11 mL (0.6 mmole) of ethyldiisopropyl amine and 0.016 g (0.30 mmole) of ammonium chloride in 2.0 mL of dimethylformamide was added 0.071 g (0.17 mmole) of 1-(di-1-pyrrolidinylmethylene)-1H-benzotriazolium 3-oxide hexafluorophosphate. The mixture was stirred at room temperature for 1 hour, then diluted... Reactants: CN(C)C(=O)N1CCC2(CCN(C3CCN(C(=O)OC(C)(C)C)CC3)CC2)c2ccccc21, CC#N, ClCCl, O=C(O)C(F)(F)F. Product: CN(C)C(=O)N1CCC2(CCN(C3CCNCC3)CC2)c2ccccc21. As a reaction SMILES: [CH3:1][N:2]([C:3](=[O:4])[N:5]1[CH2:6][CH2:7][C:8]2([CH2:9][CH2:10][N:11]([CH:14]3[CH2:15][CH2:16][N:17]([C:20]([O:21][C:22]([CH3:23])([CH3:24])[CH3:25])=[O:26])[CH2:18][CH2:19]3)[CH2:12][CH2:13]2)[c:27]2[cH:28][cH:29][cH:30][cH:31][c:32]21)[CH3:33].[CH3:44][C:45]#[N:46].[Cl:41][CH2:42][Cl:43].[F:34][C:35]([F:36])([F:37])[C:38]([OH:39])=[O:40]>>[CH3:1][N:2]([C:3](=[O:4])[N:5]1[CH2:6][CH2:7][C:8]2([CH2:9][CH2:10][N:11]([CH:14]3[CH2:15][CH2:16][NH:17][CH2:18][CH2:19]3)[CH2:12][CH2:13]2)[c:27]2[cH:28][cH:29][cH:30][cH:31][c:32]21)[CH3:33]. Starting materials: CC=1N(C(=CC1)C)C=1C=CC(=NC1)C1=CC=C(N=N1)N(C(OC(C)(C)C)=O)CC1(CCC1)C1=NC=CC=C1F (tert-butyl 6-(5-(2,5-dimethyl-1H-pyrrol-1-yl)pyridin-2-yl)pyridazin-3-yl((1-(3-fluoropyridin-2-yl)cyclobutyl)methyl)carbamate), mixture, C(=O)(C(F)(F)F)O (TFA). Run in C(Cl)Cl (CH2Cl2). Run at time 15 minute. Product: CC=1N(C(=CC1)C)C=1C=CC(=NC1)C1=CC=C(N=N1)NCC1(CCC1)C1=NC=CC=C1F (6-(5-(2,5-dimethyl-1H-pyrrol-1-yl)pyridin-2-yl)-N-((1-(3-fluoropyridin-2-yl)cyclobutyl)methyl)pyridazin-3-amine). Yield: 42.5%. Reaction SMILES: [CH3:1][C:2]1[N:3]([C:8]2[CH:9]=[CH:10][C:11]([C:14]3[N:19]=[N:18][C:17]([N:20]([CH2:28][C:29]4([C:33]5[C:38]([F:39])=[CH:37][CH:36]=[CH:35][N:34]=5)[CH2:32][CH2:31][CH2:30]4)C(=O)OC(C)(C)C)=[CH:16][CH:15]=3)=[N:12][CH:13]=2)[C:4]([CH3:7])=[CH:5][CH:6]=1.C(O)(C(F)(F)F)=O>C(Cl)Cl>[CH3:7][C:4]1[N:3]([C:8]2[CH:9]=[CH:10][C:11]([C:14]3[N:19]=[N:18][C:17]([NH:20][CH2:28][C:29]4([C:33]5[C:38]([F:39])=[CH:37][CH:36]=[CH:35][N:34]=5)[CH2:30][CH2:31][CH2:32]4)=[CH:16][CH:15]=3)=[N:12][CH:13]=2)[C:2]([CH3:1])=[CH:6][CH:5]=1. Reported procedure: To a 20 dram vial was added tert-butyl 6-(5-(2,5-dimethyl-1H-pyrrol-1-yl)pyridin-2-yl)pyridazin-3-yl((1-(3-fluoropyridin-2-yl)cyclobutyl)methyl)carbamate (245 mg, 0.5 mmol) and a 5 mL of a 50% mixture of TFA and CH2Cl2. The reaction was stirred for 15 min, concentrated, and then diluted with sodium bicarbonate (20 mL) and extracted with ethyl acetate (40 mL). The organic layer was dried over Na2SO4, filtered, and concentrated to give a crude solid that was purified by silica gel column chromatog...